The task is: describe an organic reaction: reactants, conditions, products, and yield. This data is from the Open Reaction Database (ORD), a public repository of structured organic reaction records. The reactants are NC=1SC(=CC1C(=O)N)C1=C(C=C(C=C1F)C(C)(C)O)F (2-amino-5-[2,6-difluoro-4-(1-hydroxy-1-methylethyl)phenyl]thiophene-3-carboxamide), BrC1=NC(=CC=C1)COC1CCS(CC1)(=O)=O (2-bromo-6-{[(1,1-dioxidotetrahydro-2H-thiopyran-4-yl)oxy]methyl}pyridine). Yields the product FC1=C(C(=CC(=C1)C(C)(C)O)F)C1=CC(=C(S1)NC1=NC(=CC=C1)COC1CCS(CC1)(=O)=O)C(=O)N (5-[2,6-Difluoro-4-(1-hydroxy-1-methylethyl)phenyl]-2-[(6-{[(1,1-dioxidotetrahydro-2H-thiopyran-4-yl)oxy]methyl}pyridin-2-yl)amino]thiophene-3-carboxamide). As a reaction SMILES: [NH2:1][C:2]1[S:3][C:4]([C:10]2[C:15]([F:16])=[CH:14][C:13]([C:17]([OH:20])([CH3:19])[CH3:18])=[CH:12][C:11]=2[F:21])=[CH:5][C:6]=1[C:7]([NH2:9])=[O:8].Br[C:23]1[CH:28]=[CH:27][CH:26]=[C:25]([CH2:29][O:30][CH:31]2[CH2:36][CH2:35][S:34](=[O:38])(=[O:37])[CH2:33][CH2:32]2)[N:24]=1>>[F:16][C:15]1[CH:14]=[C:13]([C:17]([OH:20])([CH3:18])[CH3:19])[CH:12]=[C:11]([F:21])[C:10]=1[C:4]1[S:3][C:2]([NH:1][C:23]2[CH:28]=[CH:27][CH:26]=[C:25]([CH2:29][O:30][CH:31]3[CH2:36][CH2:35][S:34](=[O:37])(=[O:38])[CH2:33][CH2:32]3)[N:24]=2)=[C:6]([C:7]([NH2:9])=[O:8])[CH:5]=1. Procedure: The title compound was prepared as described in Example 1 with 2-amino-5-[2,6-difluoro-4-(1-hydroxy-1-methylethyl)phenyl]thiophene-3-carboxamide (0.10 g, 0.32 mmol) and 2-bromo-6-{[(1,1-dioxidotetrahydro-2H-thiopyran-4-yl)oxy]methyl}pyridine (0.10 g, 0.32 mmol) as the starting materials. Starting materials: C(C1=CC=CC=C1)O[C@@H]1[C@H]2[C@H](OC)O[C@@H]1CCN2 (methyl 3-O-benzyl-2,6-imino-2,5,6-trideoxy-β-D-lyxo-hexofuranoside), FC(C(=O)O)(F)F (trifluoroacetic acid). Run in O (water). Run at time 20 minute. The product is C(C1=CC=CC=C1)O[C@@H]1[C@@H](C=O)N(CC[C@H]1O)C(=O)OCC1=CC=CC=C1 (3-O-benzyl-N-benzyloxycarbonyl-2,6-imino-2,5,6-trideoxy-D-lyxo-hexose). Isolated yield 87.0%. Reaction SMILES: [CH2:1]([O:8][C@H:9]1[C@H:15]2[CH2:16][CH2:17][NH:18][C@@H:10]1[C@@H:11]([O:14]2)[O:12]C)[C:2]1[CH:7]=[CH:6][CH:5]=[CH:4][CH:3]=1.FC(F)(F)[C:21]([OH:23])=[O:22]>O>[CH2:1]([O:8][C@H:9]1[C@H:15]([OH:14])[CH2:16][CH2:17][N:18]([C:21]([O:23][CH2:1][C:2]2[CH:7]=[CH:6][CH:5]=[CH:4][CH:3]=2)=[O:22])[C@@H:10]1[CH:11]=[O:12])[C:2]1[CH:7]=[CH:6][CH:5]=[CH:4][CH:3]=1. Procedure: A solution of methyl 3-O-benzyl-2,6-imino-2,5,6-trideoxy-β-D-lyxo-hexofuranoside (23β) (762 mg, 2.06 mmol) in a 1:1 mixture of trifluoroacetic acid and water (20 ml) was stirred at room temperature for 20 minutes. The solvents were removed in vacuo and the crude material purified by flash chromatography (ethyl acetate-hexane 1:2) to give 3-O-benzyl-N-benzyloxycarbonyl-2,6-imino-2,5,6-trideoxy-D-lyxo-hexose (640 mg, 87%) as a clear oil, [α]20D -17.2° (c, 0.73 in chloroform); νmax (film) 3400 (OH)... The product is COc1cc(O)ccc1-c1ccc2cc(O)ccc2c1. The reactants are COc1cc(OS(=O)(=O)c2ccc(C)cc2)ccc1-c1ccc2cc(O)ccc2c1, CCO, [K+], [OH-], O. As a reaction SMILES: [CH3:1][c:2]1[cH:3][cH:4][c:5]([S:6](=[O:7])(=[O:8])[O:11][c:12]2[cH:13][c:14]([O:29][CH3:30])[c:15](-[c:18]3[cH:19][c:20]4[cH:21][cH:22][c:23]([OH:28])[cH:24][c:25]4[cH:26][cH:27]3)[cH:16][cH:17]2)[cH:9][cH:10]1.[CH3:34][CH2:35][OH:36].[K+:32].[OH-:31].[OH2:33]>>[OH:11][c:12]1[cH:13][c:14]([O:29][CH3:30])[c:15](-[c:18]2[cH:19][c:20]3[cH:21][cH:22][c:23]([OH:28])[cH:24][c:25]3[cH:26][cH:27]2)[cH:16][cH:17]1. Starting materials: [NH2-].[Na+] (sodium amide), resultant mixture, [OH-].[K+] (KOH), C1(=CC=CC=C1)CC#N (phenylacetonitrile), Cl (hydrochloric acid), resultant mixture, C(O)([O-])=O.[Na+] (sodium hydrogencarbonate), C(C)(=O)OCC (ethyl acetate), C(Cl)C1CO1 (epichlorohydrin), resultant mixture. Run in C(C)O (ethanol), C1=CC=CC=C1 (benzene), C1=CC=CC=C1 (benzene), C1=CC=CC=C1 (benzene). The product is C1(=CC=CC=C1)[C@]1([C@@H](C1)CO)C(=O)OC(=O)[C@@]1([C@@H](C1)CO)C1=CC=CC=C1 ((1S, 2R )-1-phenyl-2-hydroxymethylcyclopropane carboxylic anhydride). Isolated yield 60.0%. As a reaction SMILES: [NH2-].[Na+].[C:3]1([CH2:9][C:10]#N)[CH:8]=[CH:7][CH:6]=[CH:5][CH:4]=1.[CH2:12]([CH:14]1[O:16][CH2:15]1)Cl.[OH-:17].[K+].Cl.[C:20](=[O:23])([O-])[OH:21].[Na+].C([O:28][CH2:29][CH3:30])(=O)C>C1C=CC=CC=1.C(O)C>[C:3]1([C@:9]2([C:10]([O:21][C:20]([C@@:9]3([C:3]4[CH:8]=[CH:7][CH:6]=[CH:5][CH:4]=4)[CH2:10][C@H:30]3[CH2:29][OH:28])=[O:23])=[O:17])[CH2:12][C@H:14]2[CH2:15][OH:16])[CH:8]=[CH:7][CH:6]=[CH:5][CH:4]=1 |f:0.1,4.5,7.8|. Reported procedure: 8.58 g (0.22 mol ) of sodium amide was suspended in 40 ml of anhydrous benzene, to thereby obtain a suspension. To the obtained suspension was dropwise added a solution of 11.5 ml (0.10 mol) of phenylacetonitrile in 20 ml of anhydrous benzene in a stream of argon gas at 0° C. Then, the resultant mixture was stirred at room temperature for 3 hours, to thereby effect a reaction. To the reaction mixture was dropwise added a solution of 6.8 ml (0.087 mol) of a racemic modification of epichlorohydrin... Reported procedure: The title compound was synthesized in analogy to Example 1 using 5-cyclopentyl-6-(2,2,2-trifluoro-ethoxy)-3-pyridinecarboxylic acid (example 14c) and 1-amino-2-pyrrolidinone (CAN 6837-14-5) as starting materials; MS (EI) 372.1 (M+H)+. The reactants are C1(CCCC1)C=1C=C(C=NC1OCC(F)(F)F)C(=O)O (5-cyclopentyl-6-(2,2,2-trifluoro-ethoxy)-3-pyridinecarboxylic acid), NN1C(CCC1)=O (1-amino-2-pyrrolidinone). Yields the product C1(CCCC1)C=1C=C(C=NC1OCC(F)(F)F)C(=O)NN1C(CCC1)=O (5-cyclopentyl-N-(2-oxopyrrolidin-1-yl)-6-(2,2,2-trifluoroethoxy)-3-pyridinecarboxamide). Reaction SMILES: [CH:1]1([C:6]2[CH:7]=[C:8]([C:18]([OH:20])=O)[CH:9]=[N:10][C:11]=2[O:12][CH2:13][C:14]([F:17])([F:16])[F:15])[CH2:5][CH2:4][CH2:3][CH2:2]1.[NH2:21][N:22]1[CH2:26][CH2:25][CH2:24][C:23]1=[O:27]>>[CH:1]1([C:6]2[CH:7]=[C:8]([C:18]([NH:21][N:22]3[CH2:26][CH2:25][CH2:24][C:23]3=[O:27])=[O:20])[CH:9]=[N:10][C:11]=2[O:12][CH2:13][C:14]([F:15])([F:16])[F:17])[CH2:2][CH2:3][CH2:4][CH2:5]1. The reactants are OC=1C2=C(C=3CNC(C3C1)=O)O[C@]13[C@](C2)([C@H](CC[C@H]1C(C=CC3)(C)C)C)C ((6aR,7S,9aS,13aS)-2,3,6,6a,7,8,9,9a,10,13-decahydro-5-hydroxy-6a,7,10,10-tetramethyl-3-oxo-1H-benzo[8,8a] [1]benzopyrano[2,3-e]isoindole). Reagents/catalysts: [C].[Pd] (palladium-carbon). Run in CO (methanol). Conditions: time 7.5 hour. Product: OC=1C2=C(C=3CNC(C3C1)=O)O[C@]13[C@](C2)([C@H](CC[C@H]1C(CCC3)(C)C)C)C ((6aR,7S,9aS,13aS)-2,3,6,6a,7,8,9,9a,10,11,12,13-dodecahydro-5-hydroxy-6a,7,10,10-tetramethyl-3-oxo-1H-benzo [8,8a] [1] benzopyrano[2,3-e]isoindole). Isolated yield 85.5%. RXN SMILES: [OH:1][C:2]1[C:3]2[CH2:15][C@:14]3([CH3:27])[C@@H:16]([CH3:26])[CH2:17][CH2:18][C@H:19]4[C:20]([CH3:25])([CH3:24])[CH:21]=[CH:22][CH2:23][C@@:13]34[O:12][C:4]=2[C:5]2[CH2:6][NH:7][C:8](=[O:11])[C:9]=2[CH:10]=1>CO.[C].[Pd]>[OH:1][C:2]1[C:3]2[CH2:15][C@:14]3([CH3:27])[C@@H:16]([CH3:26])[CH2:17][CH2:18][C@H:19]4[C:20]([CH3:25])([CH3:24])[CH2:21][CH2:22][CH2:23][C@@:13]34[O:12][C:4]=2[C:5]2[CH2:6][NH:7][C:8](=[O:11])[C:9]=2[CH:10]=1 |f:2.3|. Procedure details: To the above Compound (41a) (35 mg, 0.095 mmol) dissolved in 5 ml of methanol was added 7 mg of 10% palladium-carbon, and the mixture stirred under hydrogen atmosphere for 7.5 hours at room temperature. After removing palladium-carbon by filtration, the filtrate was concentrated under reduced pressure. The residue was purified by a preparative thin layer chromatography (Merck, Kieselgel 60 F254, 0.5 mm; chloroform:methanol 15:1) to give 30 mg (85%) of Compound (42). Starting materials: COCC[C@H]1CN(CCN1)C1=NC2=C(NC=3SC(=NC13)C(C)C)C=CC=C2 ((S)-10-[3-(2-methoxyethyl)piperazin-1-yl]-2-isopropyl 4H-3-thia-1,4,9-triazabenzo[f]azulene), C(C)=O (acetaldehyde), C(C)(=O)O[BH-](OC(C)=O)OC(C)=O.[Na+] (sodium triacetoxyborohydride), ClC(C)Cl (dichloroethane). The solvent is C([O-])(O)=O.[Na+] (sodium bicarbonate). Product: Cl.Cl.C(C)N1[C@H](CN(CC1)C1=NC2=C(NC=3SC(=NC13)C(C)C)C=CC=C2)CCOC ((S)-10-[4-Ethyl-3-(2-methoxyethyl)piperazin-1-yl]-2-isopropyl-4H-3-thia-1,4,9-triazabenzo[f]azulene dihydrochloride). Isolated yield 71.0%. RXN SMILES: [CH3:1][O:2][CH2:3][CH2:4][C@@H:5]1[NH:10][CH2:9][CH2:8][N:7]([C:11]2[C:20]3[N:19]=[C:18]([CH:21]([CH3:23])[CH3:22])[S:17][C:16]=3[NH:15][C:14]3[CH:24]=[CH:25][CH:26]=[CH:27][C:13]=3[N:12]=2)[CH2:6]1.[CH:28](=O)[CH3:29].C(O[BH-](OC(=O)C)OC(=O)C)(=O)C.[Na+].[Cl:45]C(Cl)C>C(=O)(O)[O-].[Na+]>[ClH:45].[ClH:45].[CH2:28]([N:10]1[CH2:9][CH2:8][N:7]([C:11]2[C:20]3[N:19]=[C:18]([CH:21]([CH3:23])[CH3:22])[S:17][C:16]=3[NH:15][C:14]3[CH:24]=[CH:25][CH:26]=[CH:27][C:13]=3[N:12]=2)[CH2:6][C@@H:5]1[CH2:4][CH2:3][O:2][CH3:1])[CH3:29] |f:2.3,5.6,7.8.9|. Procedure details: Combine (S)-10-[3-(2-methoxyethyl)piperazin-1-yl]-2-isopropyl 4H-3-thia-1,4,9-triazabenzo[f]azulene (0.103 g, 0.267 mmol), acetaldehyde (30 μL, 0.534 mmol), and sodium triacetoxyborohydride (0.085 g, 0.401 mmol) in dichloroethane (7 mL) and stir, at room temperature for 6 hours. Dilute the mixture with saturated aqueous sodium bicarbonate and extract three times with dichloromethane. Combine the organic layers, dry over sodium sulfate and concentrate under reduced pressure to give the crude prod...